Dataset: the Open Reaction Database (ORD), a public repository of structured organic reaction records. Task: describe an organic reaction: reactants, conditions, products, and yield The reactants are C=CC1=CC=CC=C1 (styrene), CC1=CCC(=C(C)C)CC1 (terpinolene), C(C)C1=CC=CC=C1 (ethylbenzene), C(C)(=O)OOC(C)(C)C (tert-butyl peracetate), C(CCCCCC(C)(C)C)(=O)[O-] (neo-decanoate), C(C)(=O)OOC(C)(C)C (tert-butyl peracetate), C(C=C)(=O)O (acrylic acid), cis-polybutadiene, Diene, C(C=C)(=O)O (acrylic acid). The solvent is C(C)C(=O)C (methyl ethyl ketone), C(C)C(=O)C (methyl ethyl ketone). Conditions: temperature 80 celsius, time 1.5 hour. Product: C(=CC1=CC=CC=C1)C=CC(=O)O (styrene-acrylic acid). As a reaction SMILES: [CH2:1]=[CH:2][C:3]1[CH:8]=[CH:7][CH:6]=[CH:5][CH:4]=1.CC1CCC(=C(C)C)CC=1.C(C1C=CC=CC=1)C.[C:27]([OH:31])(=[O:30])[CH:28]=[CH2:29].C(OOC(C)(C)C)(=O)C.C([O-])(=O)CCCCCC(C)(C)C>C(C(C)=O)C>[CH:1]([CH:29]=[CH:28][C:27]([OH:31])=[O:30])=[CH:2][C:3]1[CH:8]=[CH:7][CH:6]=[CH:5][CH:4]=1. Procedure: Blend C Copolymer--Into a polymerization reactor equipped with an agitator and a reflux condenser were charged 770 ml of styrene, 4 grams of terpinolene, 200 ml of ethylbenzene and 200 ml of methyl ethyl ketone. Then 100 grams of medium cis-polybutadiene from Firestone Tire & Rubber Company (Diene 35) was dissolved in the mixture. After the rubber had dissolved, 50 ml of acrylic acid was added to the mixture. The temperature of the reaction mixture was raised to 80° C. and maintained between 80°... The reactants are O=C([O-])O, Cc1nn(C)c(C(N)=O)c1Nc1ccccc1N, [Na+], O=C(O)c1ccccc1. Yields the product Cc1nn(C)c2c1Nc1ccccc1NC2=O. RXN SMILES: [C:28](=[O:29])([OH:30])[O-:31].[NH2:1][c:2]1[c:3]([NH:8][c:9]2[c:10]([CH3:18])[n:11][n:12]([CH3:17])[c:13]2[C:14](=[O:15])[NH2:16])[cH:4][cH:5][cH:6][cH:7]1.[Na+:32].[OH:19][C:20]([c:21]1[cH:22][cH:23][cH:24][cH:25][cH:26]1)=[O:27]>>[c:2]12[c:3]([cH:4][cH:5][cH:6][cH:7]1)[NH:8][c:9]1[c:10]([CH3:18])[n:11][n:12]([CH3:17])[c:13]1[C:14](=[O:15])[NH:16]2.